Dataset: the Open Reaction Database (ORD), a public repository of structured organic reaction records. Task: describe an organic reaction: reactants, conditions, products, and yield The reactants are CN(C)C=O, ClCc1ccccc1-c1ccccc1, ClCCl, OCc1cc(C(F)(F)F)cc(C(F)(F)F)c1, O. The product is FC(F)(F)c1cc(COCc2ccccc2-c2ccccc2)cc(C(F)(F)F)c1. RXN SMILES: [CH3:35][N:36]([CH3:37])[CH:38]=[O:39].[Cl:17][CH2:18][c:19]1[c:20](-[c:25]2[cH:26][cH:27][cH:28][cH:29][cH:30]2)[cH:21][cH:22][cH:23][cH:24]1.[Cl:32][CH2:33][Cl:34].[F:1][C:2]([c:3]1[cH:4][c:5]([CH2:13][OH:14])[cH:6][c:7]([C:9]([F:10])([F:11])[F:12])[cH:8]1)([F:15])[F:16].[OH2:31]>>[F:1][C:2]([c:3]1[cH:4][c:5]([CH2:13][O:14][CH2:18][c:19]2[c:20](-[c:25]3[cH:26][cH:27][cH:28][cH:29][cH:30]3)[cH:21][cH:22][cH:23][cH:24]2)[cH:6][c:7]([C:9]([F:10])([F:11])[F:12])[cH:8]1)([F:15])[F:16]. Isolated yield 32.0%. The product is COC(=O)C=1C(=C2C=C(C(N(C2=CN1)CC1=CC=CC=C1)=O)C=1C=NC(=NC1)N(C)C)O (1-Benzyl-3-(2-dimethylamino-pyrimidin-5-yl)-5-hydroxy-2-oxo-1,2-dihydro-[1,7]naphthyridine-6-carboxylic acid methyl ester). Reactants: COC(=O)C=1C(=C2C=C(C(N(C2=CN1)CC1=CC=CC=C1)=O)Br)O (1-benzyl-3-bromo-5-hydroxy-2-oxo-1,2-dihydro-[1,7]naphthyridine-6-carboxylic acid methyl ester), CN(C1=NC=C(C=N1)B(O)O)C (2-dimethylaminopyrimidine-5-boronic acid), [O-]P(=O)([O-])[O-].[K+].[K+].[K+] (K3PO4), O (H2O), COC=1C=CC=C(C1C=2C=CC=CC2P(C3CCCCC3)C4CCCCC4)OC (SPhos), Cl (HCl). Conditions: temperature 105 celsius. The reagents and catalysts are CC(=O)[O-].CC(=O)[O-].[Pd+2] (Pd(OAc)2). Procedure details: A mixture of 1-benzyl-3-bromo-5-hydroxy-2-oxo-1,2-dihydro-[1,7]naphthyridine-6-carboxylic acid methyl ester (80 mg, 0.21 mmol), 2-dimethylaminopyrimidine-5-boronic acid (52 mg, 0.31 mmol), K3PO4 (87 mg, 0.41 mmol), H2O (7.4 mg, 0.41 mmol), SPhos (4.2 mg, 0.010 mmol) and Pd(OAc)2 (4.2 mg, 0.0062 mmol) in toluene (5 mL) was heated at 105° C. under nitrogen atmosphere for 16 h. After the mixture was cooled to r.t., brine (10 mL) and EtOAc (20 mL) were added. 1 M HCl was added with stirring until pH... Run in [Cl-].[Na+].O (brine), CCOC(=O)C (EtOAc), C1(=CC=CC=C1)C (toluene). As a reaction SMILES: [CH3:1][O:2][C:3]([C:5]1[C:6]([OH:24])=[C:7]2[C:12](=[CH:13][N:14]=1)[N:11]([CH2:15][C:16]1[CH:21]=[CH:20][CH:19]=[CH:18][CH:17]=1)[C:10](=[O:22])[C:9](Br)=[CH:8]2)=[O:4].[CH3:25][N:26]([CH3:36])[C:27]1[N:32]=[CH:31][C:30](B(O)O)=[CH:29][N:28]=1.[O-]P([O-])([O-])=O.[K+].[K+].[K+].O.COC1C=CC=C(OC)C=1C1C=CC=CC=1P(C1CCCCC1)C1CCCCC1.Cl>C1(C)C=CC=CC=1.[Cl-].[Na+].O.CC([O-])=O.CC([O-])=O.[Pd+2].CCOC(C)=O>[CH3:1][O:2][C:3]([C:5]1[C:6]([OH:24])=[C:7]2[C:12](=[CH:13][N:14]=1)[N:11]([CH2:15][C:16]1[CH:21]=[CH:20][CH:19]=[CH:18][CH:17]=1)[C:10](=[O:22])[C:9]([C:30]1[CH:29]=[N:28][C:27]([N:26]([CH3:36])[CH3:25])=[N:32][CH:31]=1)=[CH:8]2)=[O:4] |f:2.3.4.5,10.11.12,13.14.15|. Reactants: C(C1=CC=CC=C1)OC(=O)N1[C@@H](C[C@H](C1)OS(=O)(=O)C)COCC(N)=O ((2S,4R)-1-benzyloxycarbonyl-2-(carbamoylmethyloxymethyl)-4-methanesulfonyloxypyrrolidine), Cl (hydrochloric acid), [BH4-].[Na+] (sodium borohydride), B(F)(F)F.CCOCC (boron trifluoride etherate). Run in C(C)O (Ethanol), O1CCCC1 (tetrahydrofuran), CO (methanol), O1CCCC1 (tetrahydrofuran). Run at time 30 minute. Product: NCCOC[C@H]1N(C[C@@H](C1)OS(=O)(=O)C)C(=O)OCC1=CC=CC=C1 ((2S,4R)-2-[(2-aminoethyl)oxymethyl]-1-benzyloxycarbonyl-4-methanesulfonyloxypyrrolidine). RXN SMILES: [BH4-].[Na+].B(F)(F)F.CCOCC.[CH2:12]([O:19][C:20]([N:22]1[CH2:26][C@H:25]([O:27][S:28]([CH3:31])(=[O:30])=[O:29])[CH2:24][C@H:23]1[CH2:32][O:33][CH2:34][C:35](=O)[NH2:36])=[O:21])[C:13]1[CH:18]=[CH:17][CH:16]=[CH:15][CH:14]=1.Cl>O1CCCC1.CO.C(O)C>[NH2:36][CH2:35][CH2:34][O:33][CH2:32][C@@H:23]1[CH2:24][C@@H:25]([O:27][S:28]([CH3:31])(=[O:29])=[O:30])[CH2:26][N:22]1[C:20]([O:19][CH2:12][C:13]1[CH:14]=[CH:15][CH:16]=[CH:17][CH:18]=1)=[O:21] |f:0.1,2.3|. Procedure: To a suspension of sodium borohydride (3.05 g) in tetrahydrofuran (155 ml) was added boron trifluoride etherate (35.6 ml) in a nitrogen stream with stirring at 0°-5° C. for 30 minutes. The mixture was stirred at the same condition for 30 minutes. To the mixture was added a solution of (2S,4R)-1-benzyloxycarbonyl-2-(carbamoylmethyloxymethyl)-4-methanesulfonyloxypyrrolidine (15.5 g) in tetrahydrofuran (45 ml) at 0°-5° C. for 30 minutes. The reaction mixture was stirred at 0°-5° C. for 30 minutes a...